From a dataset of the Open Reaction Database (ORD), a public repository of structured organic reaction records. describe an organic reaction: reactants, conditions, products, and yield Reactants: IC1=CC2=C(N(C=N2)CC2=CC(=C(C=C2)OCC=2C=NC(=CC2)OC)OC)C=C1 (5-iodo-1-(3-methoxy-4-((6-methoxypyridin-3-yl)methoxy)benzyl)-1H-benzo[d]imidazole), CC1(OB(OC1(C)C)C=1C=NC=NC1)C (5-(4,4,5,5-tetramethyl-1,3,2-dioxaborolan-2-yl)pyrimidine), P(=O)([O-])([O-])[O-].[K+].[K+].[K+] (potassium phosphate). Reagents/catalysts: C(C)(=O)[O-].[Pd+2].C(C)(=O)[O-] (palladium(II)acetate), C1(CCCCC1)P(C1CCCCC1)C1CCCCC1 (tricyclohexylphosphine). Solvent: O1CCOCC1 (1,4-dioxane), O (water), O (water). Run at temperature 125 celsius, time 15 minute. Product: COC=1C=C(CN2C=NC3=C2C=CC(=C3)C=3C=NC=NC3)C=CC1OCC=1C=NC(=CC1)OC (1-(3-Methoxy-4-((6-methoxypyridin-3-yl)methoxy)benzyl)-5-(pyrimidin-5-yl)-1H-benzo[d]imidazole). The yield is 134.1%. As a reaction SMILES: I[C:2]1[CH:29]=[CH:28][C:5]2[N:6]([CH2:9][C:10]3[CH:15]=[CH:14][C:13]([O:16][CH2:17][C:18]4[CH:19]=[N:20][C:21]([O:24][CH3:25])=[CH:22][CH:23]=4)=[C:12]([O:26][CH3:27])[CH:11]=3)[CH:7]=[N:8][C:4]=2[CH:3]=1.CC1(C)C(C)(C)OB([C:38]2[CH:39]=[N:40][CH:41]=[N:42][CH:43]=2)O1.P([O-])([O-])([O-])=O.[K+].[K+].[K+]>O1CCOCC1.O.C([O-])(=O)C.[Pd+2].C([O-])(=O)C.C1(P(C2CCCCC2)C2CCCCC2)CCCCC1>[CH3:27][O:26][C:12]1[CH:11]=[C:10]([CH:15]=[CH:14][C:13]=1[O:16][CH2:17][C:18]1[CH:19]=[N:20][C:21]([O:24][CH3:25])=[CH:22][CH:23]=1)[CH2:9][N:6]1[C:5]2[CH:28]=[CH:29][C:2]([C:38]3[CH:39]=[N:40][CH:41]=[N:42][CH:43]=3)=[CH:3][C:4]=2[N:8]=[CH:7]1 |f:2.3.4.5,8.9.10|. Procedure: To a suspension of 5-iodo-1-(3-methoxy-4-((6-methoxypyridin-3-yl)methoxy)benzyl)-1H-benzo[d]imidazole (0.37 g, 0.74 mmol) in 1,4-dioxane (10 mL) and water (4 mL) was added 5-(4,4,5,5-tetramethyl-1,3,2-dioxaborolan-2-yl)pyrimidine (0.19 g, 0.93 mmol), potassium phosphate (0.55 g, 2.60 mmol), tricyclohexylphosphine (0.021 g, 0.074 mmol), and palladium(II)acetate (0.008 g, 0.037 mmol). The reaction mixture was heated to 125° C. in a microwave reactor. After 15 min, the reaction mixture was diluted ... Reaction SMILES: [CH:1]1([c:6]2[cH:7][c:8]([CH2:17][CH2:18][C:19](=[O:20])[O:21][CH2:22][CH3:23])[cH:9][cH:10][c:11]2[O:12][C:13](=[O:14])[O:15][CH3:16])[CH2:2][CH2:3][CH2:4][CH2:5]1.[K+:28].[N+:24](=[O:25])([O-:26])[O-:27].[S:29](=[O:30])(=[O:31])([OH:32])[OH:33]>>[CH:1]1([c:6]2[cH:7][c:8]([CH2:17][CH2:18][C:19](=[O:20])[O:21][CH2:22][CH3:23])[c:9]([N+:24](=[O:25])[O-:26])[cH:10][c:11]2[O:12][C:13](=[O:14])[O:15][CH3:16])[CH2:2][CH2:3][CH2:4][CH2:5]1. Yields the product CCOC(=O)CCc1cc(C2CCCC2)c(OC(=O)OC)cc1[N+](=O)[O-]. Starting materials: CCOC(=O)CCc1ccc(OC(=O)OC)c(C2CCCC2)c1, [K+], O=[N+]([O-])[O-], O=S(=O)(O)O. Starting materials: FC=1C=C2C=CNC2=CC1 (5-fluoro-1H-indole), CC(C)([O-])C.[K+] (potassium tert-butoxide), NCl (NH2Cl). Solvent: CCOCC (ether), CN(C)C=O (DMF). Reaction conditions: time 2 hour. Yields the product FC=1C=C2C=CN(C2=CC1)N (5-fluoro-indole-1-ylamine). The yield is 30.0%. As a reaction SMILES: [F:1][C:2]1[CH:3]=[C:4]2[C:8](=[CH:9][CH:10]=1)[NH:7][CH:6]=[CH:5]2.CC(C)([O-])C.[K+].[NH2:17]Cl>CN(C=O)C.CCOCC>[F:1][C:2]1[CH:3]=[C:4]2[C:8](=[CH:9][CH:10]=1)[N:7]([NH2:17])[CH:6]=[CH:5]2 |f:1.2|. Procedure: A solution of 5-fluoro-1H-indole (16.9 mmol) and potassium tert-butoxide (33.8 mmol) in DMF (76 mL) is stirred at rt under N2 for 2 h. 0.15 M NH2Cl. in ether (169.2 mL) is added drop-wise for 15 minutes at rt. The reaction mixture is stirred at rt for 2 h, then quenched with 10% Na2S2O3 aqueous solution and extracted with ether. The organic layer is separated, dried (Na2SO4), filtered and concentrated in vacuo. The residue is purified by silica gel chromatography eluting with 60-80% EtOAc in hep... The reactants are O=C([O-])[O-], CC(=O)NC1CCNCC1, CS(C)=O, COc1cccc(Cl)n1, [K+], [K+], O. Yields the product COc1cccc(N2CCC(NC(C)=O)CC2)n1. As a reaction SMILES: [C:11](=[O:12])([O-:13])[O-:14].[C:1]([CH3:2])(=[O:3])[NH:4][CH:5]1[CH2:6][CH2:7][NH:8][CH2:9][CH2:10]1.[CH3:27][S:28]([CH3:29])=[O:30].[Cl:17][c:18]1[n:19][c:20]([O:24][CH3:25])[cH:21][cH:22][cH:23]1.[K+:15].[K+:16].[OH2:26]>>[C:1]([CH3:2])(=[O:3])[NH:4][CH:5]1[CH2:6][CH2:7][N:8]([c:18]2[n:19][c:20]([O:24][CH3:25])[cH:21][cH:22][cH:23]2)[CH2:9][CH2:10]1. The reactants are C(C)(=O)C1=CC=C(C(=C1OCCCC(=O)OCC)CCC)OCC1=CC=CC=C1 (ethyl 4-(6-acetyl-3-benzyloxy-2-propylphenoxy)butanoate). The reagents and catalysts are [Pd] (palladium on activated carbon). Solvent: C(C)O (ethanol). The product is C(C)(=O)C1=CC=C(C(=C1OCCCC(=O)OCC)CCC)O (Ethyl 4-(6-acetyl-3-hydroxy-2-propylphenoxy)butanoate). The yield is 70.5%. Reaction SMILES: [C:1]([C:4]1[C:9]([O:10][CH2:11][CH2:12][CH2:13][C:14]([O:16][CH2:17][CH3:18])=[O:15])=[C:8]([CH2:19][CH2:20][CH3:21])[C:7]([O:22]CC2C=CC=CC=2)=[CH:6][CH:5]=1)(=[O:3])[CH3:2]>C(O)C.[Pd]>[C:1]([C:4]1[C:9]([O:10][CH2:11][CH2:12][CH2:13][C:14]([O:16][CH2:17][CH3:18])=[O:15])=[C:8]([CH2:19][CH2:20][CH3:21])[C:7]([OH:22])=[CH:6][CH:5]=1)(=[O:3])[CH3:2]. Procedure details: A solution of ethyl 4-(6-acetyl-3-benzyloxy-2-propylphenoxy)butanoate (2.2 g) in ethanol (30 ml) was hydrogenated over 10% palladium on activated carbon (0.45 g) under atmospheric pressure at room temperature. After hydrogen absorption ceased, the catalyst was removed and the solution was evaporated. The residue was purified by silica gel column chromatography, eluting with benzene-ethyl acetate (1:4), to give the title compound (1.2 g, 70.5%) as yellow oil. Starting materials: O=C1OC(c2ccccc2)c2cc(Br)ccc21, CC(=O)O, Cl, I. Yields the product O=C(O)c1ccc(Br)cc1Cc1ccccc1. As a reaction SMILES: [Br:1][c:2]1[cH:3][c:4]2[c:8]([cH:9][cH:10]1)[C:7](=[O:11])[O:6][CH:5]2[c:12]1[cH:13][cH:14][cH:15][cH:16][cH:17]1.[CH3:20][C:21](=[O:22])[OH:23].[ClH:19].[I:18]>>[Br:1][c:2]1[cH:3][c:4]([CH2:5][c:12]2[cH:13][cH:14][cH:15][cH:16][cH:17]2)[c:8]([C:7](=[O:6])[OH:11])[cH:9][cH:10]1.